Dataset: the Open Reaction Database (ORD), a public repository of structured organic reaction records. Task: describe an organic reaction: reactants, conditions, products, and yield The reactants are ClC=1C=CC(=NC1)NC1=CC=C(OC=2C(=NC=CN2)C2CCN(CC2)C(=O)OC(C)(C)C)C=C1 (tert-butyl 4-(3-(4-(5-chloropyridin-2-ylamino)phenoxy)pyrazin-2-yl)piperidine-1-carboxylate), FC(C(=O)O)(F)F (trifluoroacetic acid), C(C)(=O)OC(C)=O (acetic anhydride). Run in ClCCl (dichloromethane), C(Cl)Cl (CH2Cl2), C(Cl)Cl (CH2Cl2). Run at time 2 hour. The product is EtOAc Hexanes, ClC=1C=CC(=NC1)NC1=CC=C(OC=2C(=NC=CN2)C2CCN(CC2)C(C)=O)C=C1 (1-(4-(3-(4-(5-CHLOROPYRIDIN-2-YLAMINO)PHENOXY)PYRAZIN-2-YL)PIPERIDIN-1-YL)ETHANONE). Yield: 20.0%. Reaction SMILES: [Cl:1][C:2]1[CH:3]=[CH:4][C:5]([NH:8][C:9]2[CH:34]=[CH:33][C:12]([O:13][C:14]3[C:15]([CH:20]4[CH2:25][CH2:24][N:23]([C:26]([O:28]C(C)(C)C)=O)[CH2:22][CH2:21]4)=[N:16][CH:17]=[CH:18][N:19]=3)=[CH:11][CH:10]=2)=[N:6][CH:7]=1.F[C:36](F)(F)C(O)=O.C(OC(=O)C)(=O)C>ClCCl>[Cl:1][C:2]1[CH:3]=[CH:4][C:5]([NH:8][C:9]2[CH:34]=[CH:33][C:12]([O:13][C:14]3[C:15]([CH:20]4[CH2:25][CH2:24][N:23]([C:26](=[O:28])[CH3:36])[CH2:22][CH2:21]4)=[N:16][CH:17]=[CH:18][N:19]=3)=[CH:11][CH:10]=2)=[N:6][CH:7]=1. Procedure details: A solution of tert-butyl 4-(3-(4-(5-chloropyridin-2-ylamino)phenoxy)pyrazin-2-yl)piperidine-1-carboxylate (0.14 g, 0.29 mmol) in dichloromethane (1 mL) was added trifluoroacetic acid (0.22 mL, 2.9 mmol) and stirred at room temperature for 2 h. The reaction was concentrated in vacuo, and the residue was partitioned between CH2Cl2 and aqueous saturated NaHCO3 solution. The organic layer was dried (MgSO4), filtered, and concentrated in vacuo to give a golden yellow oil. A solution of the crude gold... The reactants are C1(=CC=CC=C1)C=1C=C(C(=O)O)C=CC1 (3-phenylbenzoic acid), C(CC(C)C)N (isoamylamine). Yields the product C(CC(C)C)NC(C1=CC(=CC=C1)C1=CC=CC=C1)=O (N-isoamyl-3-phenylbenzamide). As a reaction SMILES: [C:1]1([C:7]2[CH:8]=[C:9]([CH:13]=[CH:14][CH:15]=2)[C:10]([OH:12])=O)[CH:6]=[CH:5][CH:4]=[CH:3][CH:2]=1.[CH2:16]([NH2:21])[CH2:17][CH:18]([CH3:20])[CH3:19]>>[CH2:16]([NH:21][C:10](=[O:12])[C:9]1[CH:13]=[CH:14][CH:15]=[C:7]([C:1]2[CH:2]=[CH:3][CH:4]=[CH:5][CH:6]=2)[CH:8]=1)[CH2:17][CH:18]([CH3:20])[CH3:19]. Reported procedure: Using Preparation Method 1, 3-phenylbenzoic acid was reacted with isoamylamine. The resulting reaction mixture was purified using SiO2 with CH2Cl2 100%. An off-white crystalline solid was obtained (61%). NMR 1H (ppm, CDCl3): 7.96 (s, 1H), 7.69 (d, J3=8.3 Hz, 2H), 7.59 (d, J3=7.2 Hz, 2H), 7.50-7.33 (m, 4H), 6.10 (br. s., 1H), 3.52-3.45 (m, 2H), 1.76-1.64 (m, 1H), 1.52 (quart., 2H), 0.95 (d, J3=6.6 Hz, 6H). The reactants are O1C(CCCC1)OCC=[N+]=[N-] (2-(tetrahydropyran-2-yloxy)-1-diazoethane), ClCC([C@]1([C@@H](C[C@H]2[C@@H]3CCC4=CC(C=C[C@]4(C)[C@H]3[C@H](C[C@]12C)O)=O)O)O)=O (21-chloro-11β,16α,17-trihydroxypregna-1,4-diene-3,20-dione). Solvent: ether-pentane, CCOCC (ether), CO (methanol). The product is ClCC([C@]1([C@@H](C[C@H]2[C@@H]3CCC4=CC(C=C[C@]4(C)[C@H]3[C@H](C[C@]12C)O)=O)OCCOC1OCCCC1)O)=O (21-Chloro-11β,17-dihydroxy-16α-[2-(tetrahydropyran-2-yloxy)ethoxy]-pregna-1,4-diene-3,20-dione). RXN SMILES: [O:1]1[CH2:6][CH2:5][CH2:4][CH2:3][CH:2]1[O:7][CH2:8][CH:9]=[N+]=[N-].[Cl:12][CH2:13][C:14](=[O:38])[C@:15]1([OH:37])[C@:32]2([CH3:33])[C@H:18]([C@H:19]3[C@H:29]([C@@H:30]([OH:34])[CH2:31]2)[C@:27]2([CH3:28])[C:22](=[CH:23][C:24](=[O:35])[CH:25]=[CH:26]2)[CH2:21][CH2:20]3)[CH2:17][C@H:16]1[OH:36]>CCOCC.CO>[Cl:12][CH2:13][C:14](=[O:38])[C@:15]1([OH:37])[C@:32]2([CH3:33])[C@H:18]([C@H:19]3[C@H:29]([C@@H:30]([OH:34])[CH2:31]2)[C@:27]2([CH3:28])[C:22](=[CH:23][C:24](=[O:35])[CH:25]=[CH:26]2)[CH2:21][CH2:20]3)[CH2:17][C@H:16]1[O:36][CH2:9][CH2:8][O:7][CH:2]1[CH2:3][CH2:4][CH2:5][CH2:6][O:1]1. Procedure: A solution of 2-(tetrahydropyran-2-yloxy)-1-diazoethane (prepared from 0.21 mole of N-[2-(tetrahydropyran-2-yloxy)ethyl]urea as described in Example 1) in 400 ml of 3:1 ether-pentane is diluted with 100 ml each of ether and methanol at 0°C and stirred vigorously while 21-chloro-11β,16α,17-trihydroxypregna-1,4-diene-3,20-dione, 16,17-cycloborate (12 mmoles) is added. After nitrogen evolution ceases the solvents are removed in vacuo to yield the title compound. Starting materials: Nc1nc2c(ncn2C2OC(CO)C(O)C2Cl)c(=O)[nH]1, NC(=O)CI, O=C(CI)OC(=O)CI, Nc1ccc(C(=O)O)cc1, C1COCCO1, NP([O-])[O-]. The product is O=C(CI)Nc1ccc(C(=O)O)cc1. RXN SMILES: [Cl:1][CH:2]1[CH:3]([OH:4])[CH:5]([CH2:6][OH:7])[O:8][CH:9]1[n:10]1[c:11]2[n:12][c:13]([NH2:14])[nH:15][c:16](=[O:17])[c:18]2[n:19][cH:20]1.[I:25][CH2:26][C:27](=[O:28])[NH2:29].[I:30][CH2:31][C:32]([O:33][C:34](=[O:35])[CH2:36][I:37])=[O:38].[NH2:39][c:40]1[cH:41][cH:42][c:43]([C:44](=[O:45])[OH:46])[cH:47][cH:48]1.[O:49]1[CH2:50][CH2:51][O:52][CH2:53][CH2:54]1.[P:21]([NH2:22])([O-:23])[O-:24]>>[I:25][CH2:26][C:27](=[O:28])[NH:29][c:40]1[cH:41][cH:42][c:43]([C:44](=[O:45])[OH:46])[cH:47][cH:48]1. Reactants: FC1=C(C=CC(=C1)F)C1=NC(=NC=N1)NC1=CC(=CC=C1)CS(=O)(=O)C (4-(2,4-difluorophenyl)-N-{3-[(methylsulfonyl)methyl]phenyl}-1,3,5-triazin-2-amine), intermediate 42.1, FC1=C(CO)C=CC=C1F (2,3-difluorobenzyl alcohol). The product is FC1=C(COC2=C(C=CC(=C2)F)C2=NC(=NC=N2)NC2=CC(=CC=C2)CS(=O)(=O)C)C=CC=C1F (4-{2-[(2,3-Difluorobenzyl)oxy]-4-fluorophenyl}-N-{3-[(methylsulfonyl)-methyl]phenyl}-1,3,5-triazin-2-amine). Reaction SMILES: F[C:2]1[CH:7]=[C:6]([F:8])[CH:5]=[CH:4][C:3]=1[C:9]1[N:14]=[CH:13][N:12]=[C:11]([NH:15][C:16]2[CH:21]=[CH:20][CH:19]=[C:18]([CH2:22][S:23]([CH3:26])(=[O:25])=[O:24])[CH:17]=2)[N:10]=1.[F:27][C:28]1[C:35]([F:36])=[CH:34][CH:33]=[CH:32][C:29]=1[CH2:30][OH:31]>>[F:27][C:28]1[C:35]([F:36])=[CH:34][CH:33]=[CH:32][C:29]=1[CH2:30][O:31][C:2]1[CH:7]=[C:6]([F:8])[CH:5]=[CH:4][C:3]=1[C:9]1[N:14]=[CH:13][N:12]=[C:11]([NH:15][C:16]2[CH:21]=[CH:20][CH:19]=[C:18]([CH2:22][S:23]([CH3:26])(=[O:25])=[O:24])[CH:17]=2)[N:10]=1. Procedure details: Starting with 4-(2,4-difluorophenyl)-N-{3-[(methylsulfonyl)methyl]phenyl}-1,3,5-triazin-2-amine (70 mg; 0.184 mmol), intermediate 42.1, and 2,3-difluorobenzyl alcohol (113 mg; 0.736 mmol), example 80 was prepared analogously to the procedure for the preparation of example 42. As a reaction SMILES: [CH2:1]([O:3][C:4]([N:6]1[C:14]2[C:9](=[CH:10][CH:11]=[CH:12][CH:13]=2)[C:8](=[O:15])[NH:7]1)=[O:5])[CH3:2].[H-].[Na+].I[CH:19]([Cl:22])[CH2:20][CH3:21].O>CN(C=O)C>[CH2:1]([O:3][C:4]([N:6]1[C:14]2[C:9](=[CH:10][CH:11]=[CH:12][CH:13]=2)[C:8](=[O:15])[N:7]1[CH2:21][CH2:20][CH2:19][Cl:22])=[O:5])[CH3:2] |f:1.2|. Procedure details: To a solution of 3-oxo-2,3-dihydro-indazole-1-carboxylic acid ethyl ester (410 mg, 2 mmol) dissolved in dry DMF (10 ml) is added sodium hydride (60% w/w in oil, 120 mg, 3 mmol). The resulting cloudy solution is allowed to stir for 1 h at rt and is added dropwise under inert atmosphere via a syringe onto a solution of iodochloropropane (268 μl, 2.5 mmol) in dry DMF (2 ml). The resulting solution is allowed to stir at rt overnight. By addition of water and evaporation under reduced pressure most o... Isolated yield 13.8%. Solvent: CN(C)C=O (DMF), CN(C)C=O (DMF), CN(C)C=O (DMF). Yields the product C(C)OC(=O)N1N(C(C2=CC=CC=C12)=O)CCCCl (2-(3-Chloro-propyl)-3-oxo-2,3-dihydro-indazole-1-carboxylic acid ethyl ester). Conditions: time 1 hour. Starting materials: IC(CC)Cl (iodochloropropane), O (water), C(C)OC(=O)N1NC(C2=CC=CC=C12)=O (3-oxo-2,3-dihydro-indazole-1-carboxylic acid ethyl ester), [H-].[Na+] (sodium hydride).